describe an organic reaction: reactants, conditions, products, and yield From a dataset of the Open Reaction Database (ORD), a public repository of structured organic reaction records. Reactants: N#CC1(NC(=O)C2CCC(S(=O)(=O)c3ccc(F)cc3Cl)C2)CC1, CCN1CCNCC1. Product: CCN1CCN(c2ccc(S(=O)(=O)C3CCC(C(=O)NC4(C#N)CC4)C3)c(Cl)c2)CC1. RXN SMILES: [C:1](#[N:2])[C:3]1([NH:6][C:7](=[O:8])[CH:9]2[CH2:10][CH:11]([S:14](=[O:15])(=[O:16])[c:17]3[c:18]([Cl:24])[cH:19][c:20]([F:23])[cH:21][cH:22]3)[CH2:12][CH2:13]2)[CH2:4][CH2:5]1.[CH2:25]([CH3:26])[N:27]1[CH2:28][CH2:29][NH:30][CH2:31][CH2:32]1>>[C:1](#[N:2])[C:3]1([NH:6][C:7](=[O:8])[CH:9]2[CH2:10][CH:11]([S:14](=[O:15])(=[O:16])[c:17]3[c:18]([Cl:24])[cH:19][c:20]([N:30]4[CH2:29][CH2:28][N:27]([CH2:25][CH3:26])[CH2:32][CH2:31]4)[cH:21][cH:22]3)[CH2:12][CH2:13]2)[CH2:4][CH2:5]1. Reactants: O=C1NCCN1c1nc(-c2ccc(Br)cc2)cs1, CI, [H-], [Na+], C1CCOC1. Product: CN1CCN(c2nc(-c3ccc(Br)cc3)cs2)C1=O. RXN SMILES: [Br:1][c:2]1[cH:3][cH:4][c:5](-[c:8]2[n:9][c:10]([N:13]3[C:14](=[O:18])[NH:15][CH2:16][CH2:17]3)[s:11][cH:12]2)[cH:6][cH:7]1.[CH3:21][I:22].[H-:19].[Na+:20].[O:23]1[CH2:24][CH2:25][CH2:26][CH2:27]1>>[Br:1][c:2]1[cH:3][cH:4][c:5](-[c:8]2[n:9][c:10]([N:13]3[C:14](=[O:18])[N:15]([CH3:21])[CH2:16][CH2:17]3)[s:11][cH:12]2)[cH:6][cH:7]1. The reactants are O([Si](C)(C)C(C)(C)C)C=1C=C(C(N2C=CC=CC12)=O)C(=O)OCC (1-t-butyldimethylsiloxy-3-ethoxycarbonyl-4H-quinolizin-4-one), [F-].C(CCC)[N+](CCCC)(CCCC)CCCC (tetra-n-butylammonium fluoride). Run in O1CCCC1 (tetrahydrofuran). Run at time 1 hour. Yields the product OC=1C=C(C(N2C=CC=CC12)=O)C(=O)OCC (1-hydroxy-3-ethoxycarbonyl-4H-quinolizin-4-one). Isolated yield 50.7%. Reaction SMILES: [O:1]([C:9]1[CH:10]=[C:11]([C:20]([O:22][CH2:23][CH3:24])=[O:21])[C:12](=[O:19])[N:13]2[C:18]=1[CH:17]=[CH:16][CH:15]=[CH:14]2)[Si](C(C)(C)C)(C)C.[F-].C([N+](CCCC)(CCCC)CCCC)CCC>O1CCCC1>[OH:1][C:9]1[CH:10]=[C:11]([C:20]([O:22][CH2:23][CH3:24])=[O:21])[C:12](=[O:19])[N:13]2[C:18]=1[CH:17]=[CH:16][CH:15]=[CH:14]2 |f:1.2|. Reported procedure: To a solution of 1-t-butyldimethylsiloxy-3-ethoxycarbonyl-4H-quinolizin-4-one (3.32 g) in tetrahydrofuran (100 ml) was added a solution of tetra-n-butylammonium fluoride (1M, 11.47 ml) at 0° C. The mixture was stirred for one hour and the solvent was distilled off. The residue was dissolved in ethyl acetate, washed with water and saturated sodium chloride solution. After drying over magnesium sulfate, the solvent was filtered and evaporated. The residue was chromatographed on silica gel eluting ... Reactants: O=C([O-])[O-], C1COCCN1, CCCCCO, CSc1ccc(Cl)c(C(=O)O)c1, [Cu], [K+], [K+]. Product: CSc1ccc(N2CCOCC2)c(C(=O)O)c1. As a reaction SMILES: [C:19](=[O:20])([O-:21])[O-:22].[CH2:13]1[CH2:14][O:15][CH2:16][CH2:17][NH:18]1.[CH2:25]([OH:26])[CH2:27][CH2:28][CH2:29][CH3:30].[Cl:1][c:2]1[c:3]([C:4](=[O:5])[OH:6])[cH:7][c:8]([S:11][CH3:12])[cH:9][cH:10]1.[Cu:31].[K+:23].[K+:24]>>[c:2]1([N:18]2[CH2:13][CH2:14][O:15][CH2:16][CH2:17]2)[c:3]([C:4](=[O:5])[OH:6])[cH:7][c:8]([S:11][CH3:12])[cH:9][cH:10]1. The reactants are FC(C)(F)C1=NN=NN1C=1C=C(C(=O)O)C=C(C1)C1=NC=C(C=C1)C (3-[5-(1,1-Difluoro-ethyl)-tetrazol-1-yl]-5-(5-methyl-pyridin-2-yl)-benzoic acid), N[C@@H](CO)C ((R)-2-amino-propan-1-ol). Product: FC(C)(F)C1=NN=NN1C=1C=C(C(=O)N[C@H](CO)C)C=C(C1)C1=NC=C(C=C1)C (3-[5-(1,1-Difluoro-ethyl)-tetrazol-1-yl]-N—((S)-2-hydroxy-1-methyl-ethyl)-5-(5-methyl-pyridin-2-yl)-benzamide). Reaction SMILES: [F:1][C:2]([C:5]1[N:9]([C:10]2[CH:11]=[C:12]([CH:16]=[C:17]([C:19]3[CH:24]=[CH:23][C:22]([CH3:25])=[CH:21][N:20]=3)[CH:18]=2)[C:13](O)=[O:14])[N:8]=[N:7][N:6]=1)([F:4])[CH3:3].[NH2:26][C@H:27]([CH3:30])[CH2:28][OH:29]>>[F:1][C:2]([C:5]1[N:9]([C:10]2[CH:11]=[C:12]([CH:16]=[C:17]([C:19]3[CH:24]=[CH:23][C:22]([CH3:25])=[CH:21][N:20]=3)[CH:18]=2)[C:13]([NH:26][C@@H:27]([CH3:30])[CH2:28][OH:29])=[O:14])[N:8]=[N:7][N:6]=1)([F:4])[CH3:3]. Procedure details: 3-[5-(1,1-Difluoro-ethyl)-tetrazol-1-yl]-5-(5-methyl-pyridin-2-yl)-benzoic acid was reacted with (R)-2-amino-propan-1-ol using the procedure of step 4 of Example 5, to afford 3-[5-(1,1-Difluoro-ethyl)-tetrazol-1-yl]-N—((S)-2-hydroxy-1-methyl-ethyl)-5-(5-methyl-pyridin-2-yl)-benzamide, MS (M+H)=403. Reactants: ClCCS(=O)(=O)C1=CC(=CC=C1)[N+](=O)[O-] (1-(β-chloroethylsulfonyl)-3-nitrobenzene), C1(=CC=CC=C1)C (toluene), C([O-])([O-])=O.[K+].[K+] (potassium carbonate). Reagents/catalysts: C(C)N(CC)CC (triethylamine). Solvent: O (water). Reaction conditions: temperature 40 celsius, time 2 hour. Yields the product [N+](=O)([O-])C=1C=C(C=CC1)S(=O)(=O)C=C ((3-nitrophenyl)vinylsulfone). The yield is 93.8%. Reaction SMILES: Cl[CH2:2][CH2:3][S:4]([C:7]1[CH:12]=[CH:11][CH:10]=[C:9]([N+:13]([O-:15])=[O:14])[CH:8]=1)(=[O:6])=[O:5].C1(C)C=CC=CC=1.C(=O)([O-])[O-].[K+].[K+]>C(N(CC)CC)C.O>[N+:13]([C:9]1[CH:8]=[C:7]([S:4]([CH:3]=[CH2:2])(=[O:6])=[O:5])[CH:12]=[CH:11][CH:10]=1)([O-:15])=[O:14] |f:2.3.4|. Procedure: 1-(β-chloroethylsulfonyl)-3-nitrobenzene (2.50 g, 10 mmol) was added to 20 g of toluene, to this solution were added 1.50 g of 49% aqueous potassium carbonate solution (potassium carbonate 5.3 mmol) and 50 mg (0.5 mmol) of triethylamine, and the mixture was stirred for 2 hours at 40° C. Then, 10 g of water was added and the mixture was separated to an organic phase and aqueous phase. This aqueous phase was extracted by chloroform, and the resulted organic phase was combined with the previous org... Reactants: FC(F)(F)c1ccc(CBr)o1, Cc1ccc(S(=O)(=O)OCC2COC(C)(C)O2)cc1, O=C1Nc2ccccc2C12COc1cc3c(cc12)OCCO3. The product is CC1(C)OCC(CN2C(=O)C3(COc4cc5c(cc43)OCCO5)c3ccccc32)O1. As a reaction SMILES: [Br:20][CH2:21][c:22]1[o:23][c:24]([C:25]([F:26])([F:27])[F:28])[cH:29][cH:30]1.[CH3:1][c:2]1[cH:3][cH:4][c:5]([S:6]([O:7][CH2:12][CH:13]2[O:14][C:15]([CH3:18])([CH3:19])[O:16][CH2:17]2)(=[O:8])=[O:9])[cH:10][cH:11]1.[NH:31]1[C:32](=[O:52])[C:33]2([CH2:34][O:35][c:36]3[cH:37][c:38]4[c:39]([cH:44][c:45]32)[O:40][CH2:41][CH2:42][O:43]4)[c:46]2[cH:47][cH:48][cH:49][cH:50][c:51]21>>[CH2:12]([CH:13]1[O:14][C:15]([CH3:18])([CH3:19])[O:16][CH2:17]1)[N:31]1[C:32](=[O:52])[C:33]2([CH2:34][O:35][c:36]3[cH:37][c:38]4[c:39]([cH:44][c:45]32)[O:40][CH2:41][CH2:42][O:43]4)[c:46]2[cH:47][cH:48][cH:49][cH:50][c:51]21.